Dataset: the Open Reaction Database (ORD), a public repository of structured organic reaction records. Task: describe an organic reaction: reactants, conditions, products, and yield Starting materials: CNC1=CC=CC=C1 (N-methylaniline), C(C(C)O)O (propylene glycol), CN1C=C(C2=CC=CC=C12)C (1,3-dimethylindole), CN1C(=CC2=CC=CC=C12)C (1,2-dimethylindole), C=CC (propylene). The product is CC1=C2C=CNC2=CC=C1 (4-methylindole), CC1=CC=C2C=CNC2=C1 (6-methylindole). Reaction SMILES: [CH3:1][N:2]1[C:10]2[C:5](=[CH:6][CH:7]=[CH:8][CH:9]=2)[C:4](C)=[CH:3]1.[CH3:12][N:13]1[C:21]2[C:16](=[CH:17][CH:18]=[CH:19][CH:20]=2)[CH:15]=[C:14]1C.CNC1C=CC=CC=1.C(O)C(O)C.C=CC>>[CH3:12][C:6]1[CH:7]=[CH:8][CH:9]=[C:10]2[C:5]=1[CH:4]=[CH:3][NH:2]2.[CH3:1][C:19]1[CH:20]=[C:21]2[C:16]([CH:15]=[CH:14][NH:13]2)=[CH:17][CH:18]=1. Procedure: The indoles prepared by the above-mentioned method of the present invention include, for example, indole, 1-methylindole, 1-ethylindole, 1-phenylindole, 1-benzylindole, 3-methylindole, 4-methylindole, 5-methylindole, 6-methylindole, 7-methylindole, 1,2-dimethylindole, 1,3-dimethylindole, 1,4-dimethylindole, 1,5-dimethylindole, 1,6-dimethylindole, 1,7-dimethylindole, 3,4-dimethylindole, 3,5-dimethylindole, 3,6-dimethylindole, 3,7-dimethylindole, 1-ethyl-2-methylindole, 1-ethyl-3-methylindole, 1-e...